describe an organic reaction: reactants, conditions, products, and yield From a dataset of the Open Reaction Database (ORD), a public repository of structured organic reaction records. The reactants are CC(C)C[AlH]CC(C)C, ClCCl, CCOC(=O)c1ccc(-c2ccc(C(F)(F)F)cc2)c(-c2ccccc2)n1. Yields the product O=Cc1ccc(-c2ccc(C(F)(F)F)cc2)c(-c2ccccc2)n1. As a reaction SMILES: [CH3:28][CH:29]([CH2:30][AlH:31][CH2:32][CH:33]([CH3:34])[CH3:35])[CH3:36].[Cl:37][CH2:38][Cl:39].[c:1]1(-[c:7]2[c:8](-[c:18]3[cH:19][cH:20][c:21]([C:24]([F:25])([F:26])[F:27])[cH:22][cH:23]3)[cH:9][cH:10][c:11]([C:13](=[O:14])[O:15][CH2:16][CH3:17])[n:12]2)[cH:2][cH:3][cH:4][cH:5][cH:6]1>>[c:1]1(-[c:7]2[c:8](-[c:18]3[cH:19][cH:20][c:21]([C:24]([F:25])([F:26])[F:27])[cH:22][cH:23]3)[cH:9][cH:10][c:11]([CH:13]=[O:14])[n:12]2)[cH:2][cH:3][cH:4][cH:5][cH:6]1. Starting materials: C(#C)[Si](C)(C)C (ethynyltrimethylsilane), C1(=CC=CC=C1)P(C1=CC=CC=C1)C1=CC=CC=C1 (triphenylphosphine), CN1N=CC(=C1)I (1-Methyl-4-iodopyrazole), C(C)(C)NC(C)C (diisopropylamine). The reagents and catalysts are C(C)(=O)[O-].[Pd+2].C(C)(=O)[O-] (Palladium acetate), [Cu]I (copper(I) iodide). Run in CN(C)C=O (DMF). Conditions: temperature 60 celsius. Product: CN1N=CC(=C1)C#C[Si](C)(C)C (1-Methyl-4-((trimethylsilyl)ethynyl)-1H-pyrazole). Isolated yield 66.5%. As a reaction SMILES: [CH3:1][N:2]1[CH:6]=[C:5](I)[CH:4]=[N:3]1.[C:8]([Si:10]([CH3:13])([CH3:12])[CH3:11])#[CH:9].C(NC(C)C)(C)C.C1(P(C2C=CC=CC=2)C2C=CC=CC=2)C=CC=CC=1>CN(C=O)C.[Cu]I.C([O-])(=O)C.[Pd+2].C([O-])(=O)C>[CH3:1][N:2]1[CH:6]=[C:5]([C:9]#[C:8][Si:10]([CH3:13])([CH3:12])[CH3:11])[CH:4]=[N:3]1 |f:6.7.8|. Procedure details: 1-Methyl-4-iodo-pyrazole (18) (5.0 g 24.04 mmole) was dissolved in DMF (32 mL) and ethynyltrimethylsilane (4.76 mL, 3.31 g, 33.7 mmole) was added followed by diisopropylamine (4.46 mL, 3.21 g 31.78 mmole), copper(I) iodide (304 mg 1.59 mmole) and triphenylphosphine (1.26 g 4.81 mmole). The reaction was flushed with argon. Palladium acetate (351 mg 1.56 mmole) was added and the reaction was again flushed with argon. It was heated at 60° C. for 60 mins. The reaction was cooled, added to water (350... Starting materials: [Li]CCCC (n-BuLi), CN1C=NC=C1 (1-methylimidazole), CON(C(=O)C=1C=NC=NC1)C (N-methoxy-N-methylpyrimidine-5-carboxamide), Intermediate 28, [Li]CCCC (n-BuLi), Cl[Si](CC)(CC)CC (Chlorotriethylsilane). The solvent is C1CCOC1 (THF), C1CCOC1 (THF). Reaction conditions: temperature -78 celsius, time 30 minute. The product is CN1C=NC=C1C(=O)C=1C=NC=NC1 ((1-Methyl-1H-imidazol-5-yl)(pyrimidin-5-yl)methanone). As a reaction SMILES: [Li]CCCC.[CH3:6][N:7]1[CH:11]=[CH:10][N:9]=[CH:8]1.Cl[Si](CC)(CC)CC.CON(C)[C:23]([C:25]1[CH:26]=[N:27][CH:28]=[N:29][CH:30]=1)=[O:24]>C1COCC1>[CH3:6][N:7]1[C:11]([C:23]([C:25]2[CH:26]=[N:27][CH:28]=[N:29][CH:30]=2)=[O:24])=[CH:10][N:9]=[CH:8]1. Reported procedure: n-BuLi (1.6 M in hexane, 3.71 mL, 5.94 mmol) was added to a solution of 1-methylimidazole (0.452 mL, 5.7 mmol) in THF (10 mL) at −78° C. The mixture was stirred at −78° C. for 30 min. Chlorotriethylsilane (0.957 mL, 5.7 mmol) was added slowly. The mixture was stirred at −78° C. for 30 min. A second portion of n-BuLi (1.6 M in hexane, 3.71 mL, 5.94 mmol) was added. The mixture was stirred at −78° C. for 30 min. Crude N-methoxy-N-methylpyrimidine-5-carboxamide (794 mg, 4.75 mmol, Intermediate 28, ... The reactants are CC1(c2cccc(N)c2)C2CN(CCCc3ccccc3)CC21, CS(=O)(=O)Cl, CC(C)=O. Product: CC1(c2cccc(NS(C)(=O)=O)c2)C2CN(CCCc3ccccc3)CC21, Cl. RXN SMILES: [CH3:1][C:2]1([c:17]2[cH:18][c:19]([NH2:23])[cH:20][cH:21][cH:22]2)[CH:3]2[CH2:4][N:5]([CH2:8][CH2:9][CH2:10][c:11]3[cH:12][cH:13][cH:14][cH:15][cH:16]3)[CH2:6][CH:7]12.[CH3:24][S:25]([Cl:26])(=[O:27])=[O:28].[CH3:29][C:30](=[O:31])[CH3:32]>>[CH3:1][C:2]1([c:17]2[cH:18][c:19]([NH:23][S:25]([CH3:24])(=[O:27])=[O:28])[cH:20][cH:21][cH:22]2)[CH:3]2[CH2:4][N:5]([CH2:8][CH2:9][CH2:10][c:11]3[cH:12][cH:13][cH:14][cH:15][cH:16]3)[CH2:6][CH:7]12.[ClH:26]. Starting materials: N1N=CC=C1 (pyrazole), [H-].[Na+] (sodium hydride), BrC1=NN=C2N1CCN(C2)C(=O)OC(C)(C)C (1,1-dimethylethyl 3-bromo-5,6-dihydro[1,2,4]triazolo[4,3-a]pyrazine-7(8H)-carboxylate). Run in CN(C=O)C (N,N-dimethylformamide). Conditions: temperature 0 celsius, time 30 minute. The product is N1(N=CC=C1)C1=NN=C2N1CCN(C2)C(=O)OC(C)(C)C (1,1-Dimethylethyl 3-(1H-pyrazol-1-yl)-5,6-dihydro[1,2,4]triazolo[4,3-a]pyrazine-7(8H)-carboxylate). Reaction SMILES: [NH:1]1[CH:5]=[CH:4][CH:3]=[N:2]1.[H-].[Na+].Br[C:9]1[N:13]2[CH2:14][CH2:15][N:16]([C:18]([O:20][C:21]([CH3:24])([CH3:23])[CH3:22])=[O:19])[CH2:17][C:12]2=[N:11][N:10]=1>CN(C)C=O>[N:1]1([C:9]2[N:13]3[CH2:14][CH2:15][N:16]([C:18]([O:20][C:21]([CH3:24])([CH3:23])[CH3:22])=[O:19])[CH2:17][C:12]3=[N:11][N:10]=2)[CH:5]=[CH:4][CH:3]=[N:2]1 |f:1.2|. Procedure details: A mixture of pyrazole (33.7 mg, 0.495 mmol) and sodium hydride (19.79 mg, 0.495 mmol) in N,N-dimethylformamide (DMF) (1 ml) was cooled to 0° C. and 1,1-dimethylethyl 3-bromo-5,6-dihydro[1,2,4]triazolo[4,3-a]pyrazine-7(8H)-carboxylate (50 mg, 0.165 mmol, commercially available from e.g. Allichem, Ark Pharm or Bepharm) was added. After completion of the addition, the mixture was stirred at room temp for 30 mins and then at 110° C. After 3 h, the DMF was evaporated and a few drops of NH4Cl solution...